From a dataset of the Open Reaction Database (ORD), a public repository of structured organic reaction records. describe an organic reaction: reactants, conditions, products, and yield Reactants: O=C(N=C=S)c1ccccc1, O=C([O-])[O-], Cc1ccccc1, CO, [K+], [K+], NC1(c2cccc(Br)c2)CCOCC1O, C1CCOC1. Yields the product NC(=S)NC1(c2cccc(Br)c2)CCOCC1O. RXN SMILES: [C:1](=[O:2])([c:3]1[cH:4][cH:5][cH:6][cH:7][cH:8]1)[N:9]=[C:10]=[S:11].[C:27](=[O:28])([O-:29])[O-:30].[CH3:33][c:34]1[cH:35][cH:36][cH:37][cH:38][cH:39]1.[CH3:45][OH:46].[K+:31].[K+:32].[NH2:12][C:13]1([c:20]2[cH:21][c:22]([Br:26])[cH:23][cH:24][cH:25]2)[CH:14]([OH:19])[CH2:15][O:16][CH2:17][CH2:18]1.[O:40]1[CH2:41][CH2:42][CH2:43][CH2:44]1>>[NH2:9][C:10](=[S:11])[NH:12][C:13]1([c:20]2[cH:21][c:22]([Br:26])[cH:23][cH:24][cH:25]2)[CH:14]([OH:19])[CH2:15][O:16][CH2:17][CH2:18]1. Yields the product CN1N=C(C=C1CCC)C(=O)OCC (ethyl 1-methyl-5-n-propyl-pyrazole-3-carboxylate). Yield: 7.9%. The solvent is C(C)O (ethanol), C(C)O (ethanol). Reported procedure: 10.4 g of methylhydrazine were initially charged in 50 ml of ethanol and, with stirring and external cooling, admixed with a solution of 42.9 g of ethyl 2,4-diketoheptanecarboxylate in 50 ml of ethanol, during which the internal temperature was kept at 5 to 10° C. (time for the dropwise addition: 10 minutes). The solution was stirred at 5 to 10° C. for another 30 minutes, the solvent and the water which had been formed were distilled off and the residue was fractionated under reduced pressure. T... RXN SMILES: [CH3:1][NH:2][NH2:3].O=[C:5]([CH2:12][C:13](=O)[CH2:14][CH2:15]C)[CH2:6][C:7]([O:9][CH2:10][CH3:11])=[O:8].O>C(O)C>[CH3:1][N:2]1[C:12]([CH2:13][CH2:14][CH3:15])=[CH:5][C:6]([C:7]([O:9][CH2:10][CH3:11])=[O:8])=[N:3]1. Starting materials: O=C(CC(=O)OCC)CC(CCC)=O (ethyl 2,4-diketoheptanecarboxylate), CNN (methylhydrazine), O (water). Yields the product COC(OC)c1ccc2c(c1)cc(C=O)n2S(=O)(=O)c1ccc(C)cc1. The reactants are [Li]CCCC, COC(OC)c1ccc2c(ccn2S(=O)(=O)c2ccc(C)cc2)c1, CN(C)C=O, C1CCOC1, O. RXN SMILES: [CH2:25]([Li:26])[CH2:27][CH2:28][CH3:29].[CH3:1][O:2][CH:3]([c:4]1[cH:5][c:6]2[cH:7][cH:8][n:9]([S:13](=[O:14])(=[O:15])[c:16]3[cH:17][cH:18][c:19]([CH3:22])[cH:20][cH:21]3)[c:10]2[cH:11][cH:12]1)[O:23][CH3:24].[CH3:30][N:31]([CH:32]=[O:33])[CH3:34].[O:36]1[CH2:37][CH2:38][CH2:39][CH2:40]1.[OH2:35]>>[CH3:1][O:2][CH:3]([c:4]1[cH:5][c:6]2[cH:7][c:8]([CH:32]=[O:33])[n:9]([S:13](=[O:14])(=[O:15])[c:16]3[cH:17][cH:18][c:19]([CH3:22])[cH:20][cH:21]3)[c:10]2[cH:11][cH:12]1)[O:23][CH3:24]. RXN SMILES: [C:1]([C:3]1([C:10]2[CH:15]=[CH:14][C:13]([O:16][CH2:17][C:18]3[CH:23]=[CH:22][C:21]([F:24])=[CH:20][CH:19]=3)=[C:12]([O:25][CH:26]3[CH2:30][CH2:29][CH2:28][CH2:27]3)[CH:11]=2)[CH2:8][CH2:7][C:6](=O)[CH2:5][CH2:4]1)#[N:2].Cl.[NH2:32][OH:33]>N1C=CC=CC=1>[C:1]([C:3]1([C:10]2[CH:15]=[CH:14][C:13]([O:16][CH2:17][C:18]3[CH:23]=[CH:22][C:21]([F:24])=[CH:20][CH:19]=3)=[C:12]([O:25][CH:26]3[CH2:27][CH2:28][CH2:29][CH2:30]3)[CH:11]=2)[CH2:4][CH2:5][C:6](=[N:32][OH:33])[CH2:7][CH2:8]1)#[N:2] |f:1.2|. Yields the product C(#N)C1(CCC(CC1)=NO)C1=CC(=C(C=C1)OCC1=CC=C(C=C1)F)OC1CCCC1 (4-Cyano-4-[3-cyclopentyloxy-4-(4-fluorobenzyloxy)phenyl]cyclohexan-1-one oxime). Procedure details: A solution of 4-cyano-4-[3-cyclopentyloxy-4-(4-fluorobenzyloxy)phenyl)cyclohexan-1-one (0.525 g, 1.49 mmol) and hydroxylamine hydrochloride (0.114 g, 1.63 mmol) in pyridine (5 mL) was was stirred at room temperature under an argon atmosphere for 18 h. The mixture was partitioned between 1N hydrochloric acid and methylene chloride, the organic extract was dried (magnesium sulfate) and the solvent was removed in vacuo. Purification by flash chromatography, eluting with 35% ethyl acetate/hexanes, p... The reactants are C(#N)C1(CCC(CC1)=O)C1=CC(=C(C=C1)OCC1=CC=C(C=C1)F)OC1CCCC1 (4-cyano-4-[3-cyclopentyloxy-4-(4-fluorobenzyloxy)phenyl)cyclohexan-1-one), Cl.NO (hydroxylamine hydrochloride). The yield is 71.5%. The solvent is N1=CC=CC=C1 (pyridine). The reactants are C(C)(=O)OCCCN1C(N(C2=C(C1=O)N(C=C2)CC2=CC=C(C=C2)Cl)C)=O (3-(5-(4-chlorobenzyl)-1-methyl-2,4-dioxo-1H-pyrrolo[3,2-d]pyrimidin-3(2H, 4H,5H)-yl)propyl acetate), C1CC(=O)N(C1=O)Br (NBS). Solvent: C(Cl)Cl (DCM), O (water), C(Cl)Cl (DCM). Run at time 1 hour. The product is C(C)(=O)OCCCN1C(N(C2=C(C1=O)N(C=C2Br)CC2=CC=C(C=C2)Cl)C)=O (3-(7-bromo-5-(4-chlorobenzyl)-1-methyl-2,4-dioxo-1H-pyrrolo[3,2-d]pyrimidin-3(2H,4H,5H)-yl)propyl acetate). Yield: 66.5%. RXN SMILES: [C:1]([O:4][CH2:5][CH2:6][CH2:7][N:8]1[C:13](=[O:14])[C:12]2[N:15]([CH2:18][C:19]3[CH:24]=[CH:23][C:22]([Cl:25])=[CH:21][CH:20]=3)[CH:16]=[CH:17][C:11]=2[N:10]([CH3:26])[C:9]1=[O:27])(=[O:3])[CH3:2].C1C(=O)N([Br:35])C(=O)C1>C(Cl)Cl.O>[C:1]([O:4][CH2:5][CH2:6][CH2:7][N:8]1[C:13](=[O:14])[C:12]2[N:15]([CH2:18][C:19]3[CH:20]=[CH:21][C:22]([Cl:25])=[CH:23][CH:24]=3)[CH:16]=[C:17]([Br:35])[C:11]=2[N:10]([CH3:26])[C:9]1=[O:27])(=[O:3])[CH3:2]. Reported procedure: To a solution of 3-(5-(4-chlorobenzyl)-1-methyl-2,4-dioxo-1H-pyrrolo[3,2-d]pyrimidin-3(2H, 4H,5H)-yl)propyl acetate (1.50 g, 3.85 mmol) in DCM (1 mL) was added NBS (0.68 g, 3.85 mmol). The reaction was stirred at RT for 1 h then diluted with DCM (10 mL) and water (5 mL). The organic layer was dried over Na2SO4 and concentrated to a residue which was purified by chromatography eluted with PE/EA (5:1 to 1:1) to give 3-(7-bromo-5-(4-chlorobenzyl)-1-methyl-2,4-dioxo-1H-pyrrolo[3,2-d]pyrimidin-3(2H,4... Reactants: NC=1SC2=NC(=CC=C2N1)OC=1C=C(C=CC1C#N)NC(C1=CC(=CC=C1)C(C)(C)C#N)=O (N-{3-[(2-amino[1,3]thiazolo[5,4-b]pyridin-5-yl)oxy]-4-cyanophenyl}-3-(1-cyano-1-methylethyl)benzamide), ClCC(=O)Cl (chloroacetyl chloride), ClCC(=O)Cl (Chloroacetyl chloride). Solvent: CN(C=O)C (N,N-dimethylformamide), C(C)(=O)OCC (ethyl acetate). Conditions: time 4 hour. The product is ClCC(=O)NC=1SC2=NC(=CC=C2N1)OC=1C=C(C=CC1C#N)NC(C1=CC(=CC=C1)C(C)(C)C#N)=O (N-[3-({2-[(chloroacetyl)amino][1,3]thiazolo[5,4-b]pyridin-5-yl}oxy)-4-cyanophenyl]-3-(1-cyano-1-methylethyl)benzamide). RXN SMILES: [NH2:1][C:2]1[S:3][C:4]2[C:9]([N:10]=1)=[CH:8][CH:7]=[C:6]([O:11][C:12]1[CH:13]=[C:14]([NH:20][C:21](=[O:33])[C:22]3[CH:27]=[CH:26][CH:25]=[C:24]([C:28]([C:31]#[N:32])([CH3:30])[CH3:29])[CH:23]=3)[CH:15]=[CH:16][C:17]=1[C:18]#[N:19])[N:5]=2.[Cl:34][CH2:35][C:36](Cl)=[O:37]>CN(C)C=O.C(OCC)(=O)C>[Cl:34][CH2:35][C:36]([NH:1][C:2]1[S:3][C:4]2[C:9]([N:10]=1)=[CH:8][CH:7]=[C:6]([O:11][C:12]1[CH:13]=[C:14]([NH:20][C:21](=[O:33])[C:22]3[CH:27]=[CH:26][CH:25]=[C:24]([C:28]([C:31]#[N:32])([CH3:29])[CH3:30])[CH:23]=3)[CH:15]=[CH:16][C:17]=1[C:18]#[N:19])[N:5]=2)=[O:37]. Procedure: To a solution of N-{3-[(2-amino[1,3]thiazolo[5,4-b]pyridin-5-yl)oxy]-4-cyanophenyl}-3-(1-cyano-1-methylethyl)benzamide (150 mg, 0.330 mmol) produced in Example C43(vi) in N,N-dimethylformamide (3.0 mL) was added chloroacetyl chloride (42 μL, 0.528 mmol), and the mixture was stirred at room temperature for 4 hr. Chloroacetyl chloride (21 μL, 0.264 mmol) was further added, and the mixture was stirred at room temperature for 12 hr. The reaction mixture was diluted with ethyl acetate (100 mL), washe...